From a dataset of the Open Reaction Database (ORD), a public repository of structured organic reaction records. describe an organic reaction: reactants, conditions, products, and yield Starting materials: CCOC(=O)CO, Cc1ccccc1, CCN(C(C)C)C(C)C, O=C(Cl)Oc1ccccc1. Yields the product CCOC(=O)COC(=O)Oc1ccccc1. As a reaction SMILES: [C:1]([CH2:2][OH:3])(=[O:4])[O:5][CH2:6][CH3:7].[CH3:27][c:28]1[cH:29][cH:30][cH:31][cH:32][cH:33]1.[CH:8]([N:9]([CH:10]([CH3:11])[CH3:12])[CH2:13][CH3:14])([CH3:15])[CH3:16].[Cl:17][C:18](=[O:19])[O:20][c:21]1[cH:22][cH:23][cH:24][cH:25][cH:26]1>>[C:1]([CH2:2][O:3][C:18](=[O:19])[O:20][c:21]1[cH:22][cH:23][cH:24][cH:25][cH:26]1)(=[O:4])[O:5][CH2:6][CH3:7]. Product: CCOC(=O)c1[nH]cc2c1NC1=C(C(=O)CNC1)C2c1ccc(Sc2nc3cc(F)cc(F)c3[nH]2)o1, Cl. The reactants are CCOC(=O)c1[nH]cc2c1NC1=C(C(=O)CN(OC(C)(C)C)C1)C2c1ccc(Sc2nc3cc(F)cc(F)c3[nH]2)o1, Cl, C1COCCO1. As a reaction SMILES: [CH2:1]([CH3:2])[O:3][C:4](=[O:5])[c:6]1[nH:7][cH:8][c:9]2[c:10]1[NH:11][C:12]1=[C:17]([C:16](=[O:36])[CH2:15][N:14]([O:37][C:38]([CH3:39])([CH3:40])[CH3:41])[CH2:13]1)[CH:18]2[c:19]1[o:20][c:21]([S:24][c:25]2[n:26][c:27]3[c:28]([nH:29]2)[c:30]([F:35])[cH:31][c:32]([F:34])[cH:33]3)[cH:22][cH:23]1.[ClH:42].[O:43]1[CH2:44][CH2:45][O:46][CH2:47][CH2:48]1>>[CH2:1]([CH3:2])[O:3][C:4](=[O:5])[c:6]1[nH:7][cH:8][c:9]2[c:10]1[NH:11][C:12]1=[C:17]([C:16](=[O:36])[CH2:15][NH:14][CH2:13]1)[CH:18]2[c:19]1[o:20][c:21]([S:24][c:25]2[n:26][c:27]3[c:28]([nH:29]2)[c:30]([F:35])[cH:31][c:32]([F:34])[cH:33]3)[cH:22][cH:23]1.[ClH:42]. Product: Cc1nc(C(F)(F)F)ccc1C(=O)C1=C(O)C2CC2C(C)(S(C)=O)C1=O. Starting materials: CO, [O-][I+3]([O-])([O-])[O-], [Na+], CSC1(C)C(=O)C(C(=O)c2ccc(C(F)(F)F)nc2C)=C(O)C2CC21. As a reaction SMILES: [CH3:32][OH:33].[I+3:26]([O-:27])([O-:28])([O-:29])[O-:30].[Na+:31].[OH:1][C:2]1=[C:3]([C:13](=[O:14])[c:15]2[c:16]([CH3:25])[n:17][c:18]([C:21]([F:22])([F:23])[F:24])[cH:19][cH:20]2)[C:4](=[O:12])[C:5]([S:9][CH3:10])([CH3:11])[CH:6]2[CH2:7][CH:8]12>>[OH:1][C:2]1=[C:3]([C:13](=[O:14])[c:15]2[c:16]([CH3:25])[n:17][c:18]([C:21]([F:22])([F:23])[F:24])[cH:19][cH:20]2)[C:4](=[O:12])[C:5]([S:9]([CH3:10])=[O:27])([CH3:11])[CH:6]2[CH2:7][CH:8]12. Reactants: BrC=1SC(=CC1CC(=O)OCC)C(C1=CC(=C(C=C1)C#CC1=CC=CC=C1)N)=O (ethyl (2-bromo-5-(3-amino-4-(phenylethynyl)benzoyl)thiophen-3-yl)acetate), [Br-].[Br-].[Br-].[In+3] (indium tribromide). The solvent is C1(=CC=CC=C1)C (toluene). The product is BrC=1SC(=CC1CC(=O)OCC)C(=O)C1=CC=C2C=C(NC2=C1)C1=CC=CC=C1 (Ethyl 2-(2-bromo-5-(2-phenyl-1H-indole-6-carbonyl)thiophen-3-yl)acetate). Isolated yield 35.9%. As a reaction SMILES: [Br:1][C:2]1[S:3][C:4]([C:13](=[O:29])[C:14]2[CH:19]=[CH:18][C:17]([C:20]#[C:21][C:22]3[CH:27]=[CH:26][CH:25]=[CH:24][CH:23]=3)=[C:16]([NH2:28])[CH:15]=2)=[CH:5][C:6]=1[CH2:7][C:8]([O:10][CH2:11][CH3:12])=[O:9].[Br-].[Br-].[Br-].[In+3]>C1(C)C=CC=CC=1>[Br:1][C:2]1[S:3][C:4]([C:13]([C:14]2[CH:15]=[C:16]3[C:17]([CH:20]=[C:21]([C:22]4[CH:23]=[CH:24][CH:25]=[CH:26][CH:27]=4)[NH:28]3)=[CH:18][CH:19]=2)=[O:29])=[CH:5][C:6]=1[CH2:7][C:8]([O:10][CH2:11][CH3:12])=[O:9] |f:1.2.3.4|. Procedure details: To a solution of 3 (1.37 g, 2.75 mmol) in EtOAc (50 mL) was added stannous chloride dihydrate (2.5 g, 11.08 mmol). The resulting mixture was refluxed for 1 hour under N2. The reaction mixture was poured into a saturated NaHCO3 solution (50 mL) and extracted with EtOAc (150 mL). The organic layer was washed with aqueous NaHCO3 solution (3×30 mL), dried over MgSO4, filtered, and then concentrated in vacuo. MPLC purification (Hex/EtOAc 4:1) of the residue gave the desired intermediate ethyl (2-brom... The reactants are O=C([O-])[O-], [K+], [K+], C1CCOC1, CCOC(=O)c1cc2c(OC=O)c(OCC3CO3)ccc2[nH]1, O. Yields the product CCOC(=O)c1cc2c3c(ccc2[nH]1)OCC(CO)O3. Reaction SMILES: [C:1](=[O:2])([O-:3])[O-:4].[K+:5].[K+:6].[O:30]1[CH2:31][CH2:32][CH2:33][CH2:34]1.[O:7]1[CH:8]([CH2:9][O:10][c:11]2[c:12]([O:25][CH:26]=[O:27])[c:13]3[cH:14][c:15]([C:20](=[O:21])[O:22][CH2:23][CH3:24])[nH:16][c:17]3[cH:18][cH:19]2)[CH2:28]1.[OH2:29]>>[OH:7][CH2:28][CH:8]1[CH2:9][O:10][c:11]2[c:12]([c:13]3[cH:14][c:15]([C:20](=[O:21])[O:22][CH2:23][CH3:24])[nH:16][c:17]3[cH:18][cH:19]2)[O:25]1. The reactants are CCOC(=O)C (EtOAc), CCOC(=O)C (EtOAc), ClC=1C=C(C=CC1)N1NNC(=N1)C=CC1=CC=CC=C1 (3-(3-Chloro-phenyl)-5-styryl-2H-tetrazole). Solvent: hexanes, hexanes, ClCCl (dichloromethane). Yields the product ClC=1C=C(C=CC1)N1N=C(N=N1)C(C)=O (1-[2-(3-Chloro-phenyl)-2H-tetrazol-5-yl]-ethanone). The yield is 79.4%. RXN SMILES: [Cl:1][C:2]1[CH:3]=[C:4]([N:8]2[N:12]=[C:11]([CH:13]=[CH:14]C3C=CC=CC=3)[NH:10][NH:9]2)[CH:5]=[CH:6][CH:7]=1.CC[O:23]C(C)=O>ClCCl>[Cl:1][C:2]1[CH:3]=[C:4]([N:8]2[N:9]=[N:10][C:11]([C:13](=[O:23])[CH3:14])=[N:12]2)[CH:5]=[CH:6][CH:7]=1. Procedure: The title compound of Example 10.1 (1.50 g, 5.06 mmol) was dissolved in dichloromethane (79 mL) and ozone was bubbled through the solution for a period of 15 minutes. The solution turned from orange to a darker orange colour. The reaction completeness was checked using a 10% EtOAc:hexanes TLC solvent system. Oxygen was bubbled through the solution for an additional 5 minutes to remove any excess ozone remaining. Dimethyl sulfide (5 mL) was added to the solution and the mixture was allowed to equ... The reactants are COc1ccc(P2(=S)SP(=S)(c3ccc(OC)cc3)S2)cc1, Cc1ccccc1, CC(C)(C)OC(=O)NC(CC1CC1)C(N)=O. Yields the product CC(C)(C)OC(=O)NC(CC1CC1)C(N)=S. As a reaction SMILES: [CH3:17][O:18][c:19]1[cH:20][cH:21][c:22]([P:23]2(=[S:26])[S:24][P:25]([c:27]3[cH:28][cH:29][c:30]([O:31][CH3:32])[cH:33][cH:34]3)(=[S:35])[S:36]2)[cH:37][cH:38]1.[CH3:39][c:40]1[cH:41][cH:42][cH:43][cH:44][cH:45]1.[NH2:1][C:2]([CH:3]([CH2:4][CH:5]1[CH2:6][CH2:7]1)[NH:8][C:9]([O:10][C:11]([CH3:12])([CH3:13])[CH3:14])=[O:15])=[O:16]>>[NH2:1][C:2]([CH:3]([CH2:4][CH:5]1[CH2:6][CH2:7]1)[NH:8][C:9]([O:10][C:11]([CH3:12])([CH3:13])[CH3:14])=[O:15])=[S:26]. The reactants are COC1=C2C(NC(C2=C(C=C1)OC)=N)=N (4,7-dimethoxy-1,3-diiminoisoindoline), Cl.N1(CCCCC1)C=1SCC(N1)=N (2-piperidino-4-imino-2-thiazoline hydrochloride), Cl.CC(CNC=1SCC(N1)=N)CC (2-(2-methylbutylamino)-4-imino-2-thiazoline hydrochloride), N=C1NC(C2=CC=CC=C12)=N (1,3-diiminoisoindoline). The product is Cl.N=C1NC(C2=C(C=CC(=C12)OC)OC)=C1C(N=C(S1)NCC(CC)C)=N (1-imino-4,7-dimethoxy-3-[2-(2-methylbutylamino)-4-imino-2-thiazolin-5-ylidene]isoindoline hydrochloride). Reaction SMILES: [CH3:1][O:2][C:3]1[CH:11]=[CH:10][C:9]([O:12][CH3:13])=[C:8]2[C:4]=1[C:5](=N)[NH:6][C:7]2=[NH:14].[ClH:16].[CH3:17][CH:18]([CH2:27][CH3:28])[CH2:19][NH:20][C:21]1[S:22][CH2:23][C:24](=[NH:26])[N:25]=1.N=C1C2C(=CC=CC=2)C(=N)N1.Cl.N1(C2SCC(=N)N=2)CCCCC1>>[ClH:16].[NH:14]=[C:7]1[C:8]2[C:4](=[C:3]([O:2][CH3:1])[CH:11]=[CH:10][C:9]=2[O:12][CH3:13])[C:5](=[C:23]2[S:22][C:21]([NH:20][CH2:19][CH:18]([CH3:17])[CH2:27][CH3:28])=[N:25][C:24]2=[NH:26])[NH:6]1 |f:1.2,4.5,6.7|. Procedure details: When equivalent amounts of 4,7-dimethoxy-1,3-diiminoisoindoline and 2-(2-methylbutylamino)-4-imino-2-thiazoline hydrochloride are substituted for the 1,3-diiminoisoindoline and 2-piperidino-4-imino-2-thiazoline hydrochloride respectively, in the procedure described in Example 9, part B above, there is obtained as the product 1-imino-4,7-dimethoxy-3-[2-(2-methylbutylamino)-4-imino-2-thiazolin-5-ylidene]isoindoline hydrochloride.